Dataset: the Open Reaction Database (ORD), a public repository of structured organic reaction records. Task: describe an organic reaction: reactants, conditions, products, and yield Reactants: CC(=O)[O-], C=CCc1cc(OCc2ccccc2)ccc1O, CC(=O)OC(C)=O, [Na+]. Yields the product C=CCc1cc(OCc2ccccc2)ccc1OC(C)=O. Reaction SMILES: [C:19]([CH3:20])(=[O:21])[O-:22].[CH2:1]([CH:2]=[CH2:3])[c:4]1[c:5]([OH:18])[cH:6][cH:7][c:8]([O:10][CH2:11][c:12]2[cH:13][cH:14][cH:15][cH:16][cH:17]2)[cH:9]1.[CH3:24][C:25]([O:26][C:27](=[O:28])[CH3:29])=[O:30].[Na+:23]>>[CH2:1]([CH:2]=[CH2:3])[c:4]1[c:5]([O:18][C:19]([CH3:20])=[O:21])[cH:6][cH:7][c:8]([O:10][CH2:11][c:12]2[cH:13][cH:14][cH:15][cH:16][cH:17]2)[cH:9]1.